Dataset: the Open Reaction Database (ORD), a public repository of structured organic reaction records. Task: describe an organic reaction: reactants, conditions, products, and yield Product: ON=C(C1=NOCCO1)c1ccccc1O. Reaction SMILES: [CH3:20][N:21]([CH3:22])[CH:23]=[O:24].[ClH:16].[NH2:17][OH:18].[O:1]1[N:2]=[C:3]([C:7](=[O:8])[c:9]2[c:10]([OH:15])[cH:11][cH:12][cH:13][cH:14]2)[O:4][CH2:5][CH2:6]1.[OH2:19]>>[O:1]1[N:2]=[C:3]([C:7]([c:9]2[c:10]([OH:15])[cH:11][cH:12][cH:13][cH:14]2)=[N:17][OH:18])[O:4][CH2:5][CH2:6]1. Reactants: CN(C)C=O, Cl, NO, O=C(C1=NOCCO1)c1ccccc1O, O. Starting materials: CCc1nc(C)c(CO)s1, ClCCl. Yields the product CCc1nc(C)c(C=O)s1. Reaction SMILES: [CH2:1]([CH3:2])[c:3]1[s:4][c:5]([CH2:9][OH:10])[c:6]([CH3:8])[n:7]1.[Cl:11][CH2:12][Cl:13]>>[CH2:1]([CH3:2])[c:3]1[s:4][c:5]([CH:9]=[O:10])[c:6]([CH3:8])[n:7]1. Reported procedure: 4-(2-Fluoro-6-methoxy-phenoxy)-3-nitrobenzaldehyde (1.0 g, 70%) was prepared from 2-fluoro-6-methoxyphenol (0.78 g, 5.5 mmol) and 4-fluoro-3-nitrobenzaldehyde (0.84 g, 5.0 mmol) following the general procedure A. This was reduced to 5-formyl-2-(2-fluoro-6-methoxy-phenoxy)-aniline (0.57 g, 62%) following general procedure B. 1-[2-(2-Fluoro-6-methoxy-phenoxy)-5-fonnyl-phenyl]-3-thiazol-2-yl-urea (265 mg, 69%) was prepared from 5-formyl-2-(2-fluoro-6-methoxy-phenoxy)-aniline (261 mg, 1.0 mmol) and ... The yield is 69.0%. Reaction SMILES: [F:1][C:2]1[CH:7]=[CH:6][CH:5]=[C:4]([O:8][CH3:9])[C:3]=1[OH:10].F[C:12]1[CH:19]=[CH:18][C:15]([CH:16]=[O:17])=[CH:14][C:13]=1[N+:20]([O-:22])=[O:21].C(C1C=CC(OC2C(OC)=CC=CC=2F)=C(C=1)N)=O.NC1SC=CN=1>>[F:1][C:2]1[CH:7]=[CH:6][CH:5]=[C:4]([O:8][CH3:9])[C:3]=1[O:10][C:12]1[CH:19]=[CH:18][C:15]([CH:16]=[O:17])=[CH:14][C:13]=1[N+:20]([O-:22])=[O:21]. Starting materials: C(=O)C=1C=CC(=C(N)C1)OC1=C(C=CC=C1OC)F (5-formyl-2-(2-fluoro-6-methoxy-phenoxy)-aniline), NC=1SC=CN1 (2-aminothiazole), C(=O)C=1C=CC(=C(N)C1)OC1=C(C=CC=C1OC)F (5-formyl-2-(2-fluoro-6-methoxy-phenoxy)-aniline), FC1=C(C(=CC=C1)OC)O (2-fluoro-6-methoxyphenol), FC1=C(C=C(C=O)C=C1)[N+](=O)[O-] (4-fluoro-3-nitrobenzaldehyde). Product: FC1=C(OC2=C(C=C(C=O)C=C2)[N+](=O)[O-])C(=CC=C1)OC (4-(2-Fluoro-6-methoxy-phenoxy)-3-nitrobenzaldehyde), 1-[2-(2-Fluoro-6-methoxy-phenoxy)-5-fonnyl-phenyl]-3-thiazol-2-yl-urea.